From a dataset of the Open Reaction Database (ORD), a public repository of structured organic reaction records. describe an organic reaction: reactants, conditions, products, and yield The reactants are C(C1=CC=CC=C1)OC(=O)N[C@@H]([C@@H](C)OC(C)(C)C)CO ((1R,2R)-N-(benzyloxycarbonyl)-1-(hydroxymethyl)-2-(tert-butoxy)propanamine), CS(=O)(=O)Cl (methanesulfonyl chloride). Solvent: CCOC(=O)C (EtOAc), N1=CC=CC=C1 (pyridine). Conditions: time 5.5 hour. The product is C(C1=CC=CC=C1)OC(=O)N[C@@H]([C@@H](C)OC(C)(C)C)COS(=O)(=O)C ((1R,2R)-N-(benzyloxycarbonyl)-1-(methanesulfonyloxymethyl)-2-(tert-butoxy)propanamine). Yield: 100.7%. Reaction SMILES: [CH2:1]([O:8][C:9]([NH:11][C@H:12]([CH2:20][OH:21])[C@H:13]([O:15][C:16]([CH3:19])([CH3:18])[CH3:17])[CH3:14])=[O:10])[C:2]1[CH:7]=[CH:6][CH:5]=[CH:4][CH:3]=1.[CH3:22][S:23](Cl)(=[O:25])=[O:24]>N1C=CC=CC=1.CCOC(C)=O>[CH2:1]([O:8][C:9]([NH:11][C@H:12]([CH2:20][O:21][S:23]([CH3:22])(=[O:25])=[O:24])[C@H:13]([O:15][C:16]([CH3:17])([CH3:19])[CH3:18])[CH3:14])=[O:10])[C:2]1[CH:3]=[CH:4][CH:5]=[CH:6][CH:7]=1. Reported procedure: To a solution of (1R,2R)-N-(benzyloxycarbonyl)-1-(hydroxymethyl)-2-(tert-butoxy)propanamine (1.6 g, 5.4 mmol) in anh. pyridine (30 mL) at 4° C. was added methanesulfonyl chloride (0.75 mL, 9.7 mmol) dropwise. The reaction was stirred for 5.5 h, then was diluted with EtOAc (200 mL) and washed with a 1N HCl solution (4×200 mL). The combined organic layers were dried (MgSO4) and concentrated under reduced pressure to yield (1R,2R)-N-(benzyloxycarbonyl)-1-(methanesulfonyloxymethyl)-2-(tert-butoxy)pr... Reactants: C(C)OC(C1=CC=C(C=C1)NC([C@H](CC1=CC=CC=C1)OP(=O)(OCCC1=CC=CC=C1)O)=O)=O (4-[[(S)2-[[hydroxy(2-phenylethoxy)phosphinyl]oxy]-1-oxo-3-phenylpropyl]amino]benzoic acid ethyl ester), [Ca] (calcium). The product is C(C)OC(C1=CC=C(C=C1)NC([C@H](CC1=CC=CC=C1)OP(=O)(OCC1=CC=CC=C1)O)=O)=O (4-[[(S)2-[[hydroxy(phenylmethoxy)phosphinyl]oxy]-1-oxo-3-phenylpropyl]amino]benzoic acid ethyl ester). RXN SMILES: [CH2:1]([O:3][C:4](=[O:35])[C:5]1[CH:10]=[CH:9][C:8]([NH:11][C:12](=[O:34])[C@@H:13]([O:21][P:22]([OH:33])([O:24][CH2:25]CC2C=CC=CC=2)=[O:23])[CH2:14][C:15]2[CH:20]=[CH:19][CH:18]=[CH:17][CH:16]=2)=[CH:7][CH:6]=1)[CH3:2].[Ca]>>[CH2:1]([O:3][C:4](=[O:35])[C:5]1[CH:10]=[CH:9][C:8]([NH:11][C:12](=[O:34])[C@@H:13]([O:21][P:22]([OH:33])([O:24][CH2:25][C:5]2[CH:10]=[CH:9][CH:8]=[CH:7][CH:6]=2)=[O:23])[CH2:14][C:15]2[CH:20]=[CH:19][CH:18]=[CH:17][CH:16]=2)=[CH:7][CH:6]=1)[CH3:2]. Reported procedure: 4-[[(S)2-[[hydroxy(2-phenylethoxy)phosphinyl]oxy]-1-oxo-3-phenylpropyl]amino]benzoic acid ethyl ester, calcium salt thereof; Starting materials: C(CC1=CC=CC=C1)N (phenethylamine), ClC=1C2=C(N=C(N1)C1=NC=CC=C1)SC(=C2)Cl (4-chloro-2-(pyridin-2-yl)-6-chloro-thieno-[2,3-d]-pyrimidine). Reported procedure: With the procedure of Example 1, the reaction of phenethylamine with 4-chloro-2-(pyridin-2-yl)-6-chloro-thieno-[2,3-d]-pyrimidine yields 2-(pyridin-2-yl)-4-phenethylamino-6-chloro-thieno-[2,3-d]-pyrimidine. The product is N1=C(C=CC=C1)C=1N=C(C2=C(N1)SC(=C2)Cl)NCCC2=CC=CC=C2 (2-(pyridin-2-yl)-4-phenethylamino-6-chloro-thieno-[2,3-d]-pyrimidine). As a reaction SMILES: [CH2:1]([NH2:9])[CH2:2][C:3]1[CH:8]=[CH:7][CH:6]=[CH:5][CH:4]=1.Cl[C:11]1[C:12]2[CH:25]=[C:24]([Cl:26])[S:23][C:13]=2[N:14]=[C:15]([C:17]2[CH:22]=[CH:21][CH:20]=[CH:19][N:18]=2)[N:16]=1>>[N:18]1[CH:19]=[CH:20][CH:21]=[CH:22][C:17]=1[C:15]1[N:16]=[C:11]([NH:9][CH2:1][CH2:2][C:3]2[CH:8]=[CH:7][CH:6]=[CH:5][CH:4]=2)[C:12]2[CH:25]=[C:24]([Cl:26])[S:23][C:13]=2[N:14]=1. The reactants are BrC=1C=C2C=CC(=C(C2=CC1)Cl)OCC(=O)OCC (ethyl 2-[(6-bromo-1-chloro-2-naphthyl)oxy]acetate), C([O-])([O-])=O.[K+].[K+] (potassium carbonate), O1C(=CC2=C1C=CC=C2)B(O)O (2-benzofuranboronic acid), ClCCl (dichloromethane). Solvent: O1CCOCC1 (dioxane), O (water). Product: O1C(=CC2=C1C=CC=C2)C=2C=C1C=CC(=C(C1=CC2)Cl)OCC(=O)OCC (ethyl 2-{[6-(1-benzofuran-2-yl)-1-chloro-2-naphthyl]oxy}acetate). Isolated yield 45.6%. Reaction SMILES: Br[C:2]1[CH:3]=[C:4]2[C:9](=[CH:10][CH:11]=1)[C:8]([Cl:12])=[C:7]([O:13][CH2:14][C:15]([O:17][CH2:18][CH3:19])=[O:16])[CH:6]=[CH:5]2.[O:20]1[C:24]2[CH:25]=[CH:26][CH:27]=[CH:28][C:23]=2[CH:22]=[C:21]1B(O)O.ClCCl.C(=O)([O-])[O-].[K+].[K+]>O1CCOCC1.O>[O:20]1[C:24]2[CH:25]=[CH:26][CH:27]=[CH:28][C:23]=2[CH:22]=[C:21]1[C:2]1[CH:3]=[C:4]2[C:9](=[CH:10][CH:11]=1)[C:8]([Cl:12])=[C:7]([O:13][CH2:14][C:15]([O:17][CH2:18][CH3:19])=[O:16])[CH:6]=[CH:5]2 |f:3.4.5|. Procedure details: Following the procedure described in Step 1 of Example 1, ethyl 2-[(6-bromo-1-chloro-2-naphthyl)oxy]acetate (3.79 g, 11.0 mmol) and 2-benzofuranboronic acid (2.14 g, 13.2 mmol) were coupled in the presence of [1,1′-bis(diphenylphosphino)ferrocene] dichloropalladium (II) complex with dichloromethane (1:1) (0.534 g, 0.654 mmol) and potassium carbonate (3.07 g, 22.2 mmol) in dioxane (110 mL) and water (11 mL). Purification by flash chromatography using 2-5% ethyl acetate in hexane as an eluant furn... The reactants are CN1CCC(Nc2cc(Br)ccc2CC=O)CC1, CN1CCC(n2ccc3ccc(Br)cc32)CC1. Product: Brc1ccc2ccn(C3CCOCC3)c2c1. As a reaction SMILES: [Br:18][c:19]1[cH:20][cH:21][c:22]([CH2:23][CH:24]=[O:27])[c:25]([NH:26][CH:28]2[CH2:29][CH2:30][N:31]([CH3:32])[CH2:33][CH2:34]2)[cH:35]1.[Br:1][c:2]1[cH:3][cH:4][c:5]2[cH:6][cH:7][n:8]([CH:11]3[CH2:12][CH2:13][N:14]([CH3:17])[CH2:15][CH2:16]3)[c:9]2[cH:10]1>>[Br:1][c:2]1[cH:3][cH:4][c:5]2[cH:6][cH:7][n:8]([CH:11]3[CH2:12][CH2:13][O:27][CH2:15][CH2:16]3)[c:9]2[cH:10]1. Reactants: CC([C@@H](C(=O)OC)N1C(N(CC1)CC1=NC2=C(N1C)C=CC=C2)=O)(C)C (methyl(2S)-3,3-dimethyl-2-{3-[(1-methyl-1H-benzimidazol-2-yl)methyl]-2-oxoimidazolidin-1-yl}butanoate), [Li+].[OH-] (LiOH). The solvent is O1CCCC1 (tetrahydrofuran), O (water). Conditions: temperature 25 celsius, time 16 hour. Product: CC([C@@H](C(=O)O)N1C(N(CC1)CC1=NC2=C(N1C)C=CC=C2)=O)(C)C ((2S)-3,3-dimethyl-2-{3-[(1-methyl-1H-benzimidazol-2-yl)methyl]-2-oxoimidazolidin-1-yl}butanoic acid). As a reaction SMILES: [CH3:1][C:2]([CH3:26])([CH3:25])[C@H:3]([N:8]1[CH2:12][CH2:11][N:10]([CH2:13][C:14]2[N:18]([CH3:19])[C:17]3[CH:20]=[CH:21][CH:22]=[CH:23][C:16]=3[N:15]=2)[C:9]1=[O:24])[C:4]([O:6]C)=[O:5].[Li+].[OH-]>O1CCCC1.O>[CH3:1][C:2]([CH3:26])([CH3:25])[C@H:3]([N:8]1[CH2:12][CH2:11][N:10]([CH2:13][C:14]2[N:18]([CH3:19])[C:17]3[CH:20]=[CH:21][CH:22]=[CH:23][C:16]=3[N:15]=2)[C:9]1=[O:24])[C:4]([OH:6])=[O:5] |f:1.2|. Procedure: A solution of the product of Example 148E (37 mg) in tetrahydrofuran (0.26 mL) and water (0.13 mL) was treated with LiOH (6.1 mg, 1.4 equivalents), stirred at 25° C. for 16 hours, quenched with 1N HCl (0.15 mL) at 0° C., and the solvents were evaporated to give the crude product to be used without further purification. Reported procedure: A suspension of 50 mg (0.168 mmol) of 1-cyclopropyl-5-methyl-6,7,8-trifluoro-1,4-dihydro-4-oxoquinoline-3-carboxylic acid, 3-(4-methyl-1,2,3-triazol -1-yl)pyrrolidine hydrochloride (79 mg, 0.421 mmol) and 64 mg (0.421 mmol) of DBU (diazabicyloundecane) in dry acetonitrile (5 ml) was refluxed under nitrogen for 46 h. The yellow solution was concentrated to dryness and the residue was triturated with acetonitrile and thus separated solid was filtered. The supernatant was evaporated to dryness and ... The reactants are C1(CC1)N1C=C(C(C2=C(C(=C(C(=C12)F)F)F)C)=O)C(=O)O (1-cyclopropyl-5-methyl-6,7,8-trifluoro-1,4-dihydro-4-oxoquinoline-3-carboxylic acid), Cl.CC=1N=NN(C1)C1CNCC1 (3-(4-methyl-1,2,3-triazol -1-yl)pyrrolidine hydrochloride), N1(NCCCCCCCCC1)C1CCCCCCCCCC1 (DBU). As a reaction SMILES: [CH:1]1([N:4]2[C:13]3[C:8](=[C:9]([CH3:17])[C:10]([F:16])=[C:11](F)[C:12]=3[F:14])[C:7](=[O:18])[C:6]([C:19]([OH:21])=[O:20])=[CH:5]2)[CH2:3][CH2:2]1.Cl.[CH3:23][C:24]1[N:25]=[N:26][N:27]([CH:29]2[CH2:33][CH2:32][NH:31][CH2:30]2)[CH:28]=1.N1(C2CCCCCCCCCC2)CCCCCCCCCN1>C(#N)C>[CH:1]1([N:4]2[C:13]3[C:8](=[C:9]([CH3:17])[C:10]([F:16])=[C:11]([N:31]4[CH2:32][CH2:33][CH:29]([N:27]5[CH:28]=[C:24]([CH3:23])[N:25]=[N:26]5)[CH2:30]4)[C:12]=3[F:14])[C:7](=[O:18])[C:6]([C:19]([OH:21])=[O:20])=[CH:5]2)[CH2:3][CH2:2]1 |f:1.2|. Run in C(C)#N (acetonitrile). Product: C1(CC1)N1C=C(C(C2=C(C(=C(C(=C12)F)N1CC(CC1)N1N=NC(=C1)C)F)C)=O)C(=O)O (1-Cyclopropyl-6,8-difluoro-5-methyl-7-[3-(4-methyl-1,2,3-triazol-1-yl)pyrrolidin-1-yl]-1,4-dihydro-4-oxo-quinoline -3-carboxylic acid). The reactants are BrC=1C=C2C(=NC1)C1(CN2)CCOCC1 (6′-bromo-1′,2,2′,3,5,6-hexahydrospiro[pyran-4,3′-pyrrolo[3,2-b]pyridine]), ClC1=C(C(=NC2=C(C=CC=C12)Cl)C)C (4,8-dichloro-2,3-dimethylquinoline), [H-].[Na+] (NaH). The solvent is CN(C)C=O (DMF). Yields the product BrC=1C=C2C(=NC1)C1(CN2C2=C(C(=NC3=C(C=CC=C23)Cl)C)C)CCOCC1 (6′-bromo-1′-(8-chloro-2,3-dimethylquinolin-4-yl)-1′,2,2′,3,5,6-hexahydrospiro-[pyran-4,3′-pyrrolo[3,2-b]pyridine]). As a reaction SMILES: [Br:1][C:2]1[CH:3]=[C:4]2[NH:10][CH2:9][C:8]3([CH2:15][CH2:14][O:13][CH2:12][CH2:11]3)[C:5]2=[N:6][CH:7]=1.Cl[C:17]1[C:26]2[C:21](=[C:22]([Cl:27])[CH:23]=[CH:24][CH:25]=2)[N:20]=[C:19]([CH3:28])[C:18]=1[CH3:29].[H-].[Na+]>CN(C=O)C>[Br:1][C:2]1[CH:3]=[C:4]2[N:10]([C:17]3[C:26]4[C:21](=[C:22]([Cl:27])[CH:23]=[CH:24][CH:25]=4)[N:20]=[C:19]([CH3:28])[C:18]=3[CH3:29])[CH2:9][C:8]3([CH2:15][CH2:14][O:13][CH2:12][CH2:11]3)[C:5]2=[N:6][CH:7]=1 |f:2.3|. Procedure: Prepared according to procedure M by using 6′-bromo-1′,2,2′,3,5,6-hexahydrospiro[pyran-4,3′-pyrrolo[3,2-b]pyridine] (150 mg, 0.56 mmol), 4,8-dichloro-2,3-dimethylquinoline (126 mg, 0.56 mmol) and NaH (48.6 mg, 1.11 mmol, 55% dispersion in oil) in DMF (2.5 mL) while heating the reaction at 60° C. for 14 h. Purification by reverse phase HPLC (10 to 60% acetonitrile in water) gave 6′-bromo-1′-(8-chloro-2,3-dimethylquinolin-4-yl)-1′,2,2′,3,5,6-hexahydrospiro-[pyran-4,3′-pyrrolo[3,2-b]pyridine]. Mass... Reactants: [OH-].[Na+] (NaOH), N1=CC=C(C=C1)C=1SC=C(N1)NC(NC1=CC=CC(=N1)CN1C(CCC1)C(=O)OC)=O (Methyl 1-{6-[3-(2-pyridin-4-yl-thiazol-4-yl)ureido]-pyridin-2-ylmethyl}-pyrrolidine-2-carboxylate), Cl (HCl). Solvent: CO (MeOH). Conditions: time 12 hour. Yields the product N1=CC=C(C=C1)C=1SC=C(N1)NC(NC1=CC=CC(=N1)CN1C(CCC1)C(=O)O)=O (1-{6-[3-(2-Pyridin-4-yl-thiazol-4-yl)ureido]-pyridin-2-ylmethyl}-pyrrolidine-2-carboxylic Acid). As a reaction SMILES: [OH-].[Na+].[N:3]1[CH:8]=[CH:7][C:6]([C:9]2[S:10][CH:11]=[C:12]([NH:14][C:15](=[O:33])[NH:16][C:17]3[N:22]=[C:21]([CH2:23][N:24]4[CH2:28][CH2:27][CH2:26][CH:25]4[C:29]([O:31]C)=[O:30])[CH:20]=[CH:19][CH:18]=3)[N:13]=2)=[CH:5][CH:4]=1.Cl>CO>[N:3]1[CH:4]=[CH:5][C:6]([C:9]2[S:10][CH:11]=[C:12]([NH:14][C:15](=[O:33])[NH:16][C:17]3[N:22]=[C:21]([CH2:23][N:24]4[CH2:28][CH2:27][CH2:26][CH:25]4[C:29]([OH:31])=[O:30])[CH:20]=[CH:19][CH:18]=3)[N:13]=2)=[CH:7][CH:8]=1 |f:0.1|. Procedure: A 1.0 N NaOH solution (0.40 mL) was added to a solution of methyl 1-{6-[3-(2-pyridin-4-yl-thiazol-4-yl)ureido]-pyridin-2-ylmethyl}pyrrolidine-2-carboxylate (3 mg, 6.84 μM, Example 77) in MeOH (1 mL) and the resulting mixture was stirred at RT for 12 h. The mixture was adjusted to pH 7 with 1N HCl solution and concentrated in vacuo. The residue was dissolved in CH2Cl2 and a few drops of MeOH. A precipitate formed and was collected to give a white solid. MS m/z: 423.5 (M−H) Calc'd for C20H20N6O3S-...